From a dataset of the Open Reaction Database (ORD), a public repository of structured organic reaction records. describe an organic reaction: reactants, conditions, products, and yield Starting materials: CCCCCC, CN(C)CCN1CCN(C(=O)Nc2cc(Oc3ccc(N)cc3)ccn2)CC1, C1CCOC1, O=C=NC(=O)Cc1ccccc1. Yields the product CN(C)CCN1CCN(C(=O)Nc2cc(Oc3ccc(NC(=O)NC(=O)Cc4ccccc4)cc3)ccn2)CC1. RXN SMILES: [CH3:46][CH2:47][CH2:48][CH2:49][CH2:50][CH3:51].[NH2:1][c:2]1[cH:3][cH:4][c:5]([O:6][c:7]2[cH:8][c:9]([NH:13][C:14](=[O:15])[N:16]3[CH2:17][CH2:18][N:19]([CH2:22][CH2:23][N:24]([CH3:25])[CH3:26])[CH2:20][CH2:21]3)[n:10][cH:11][cH:12]2)[cH:27][cH:28]1.[O:41]1[CH2:42][CH2:43][CH2:44][CH2:45]1.[c:29]1([CH2:35][C:36](=[O:37])[N:38]=[C:39]=[O:40])[cH:30][cH:31][cH:32][cH:33][cH:34]1>>[NH:1]([c:2]1[cH:3][cH:4][c:5]([O:6][c:7]2[cH:8][c:9]([NH:13][C:14](=[O:15])[N:16]3[CH2:17][CH2:18][N:19]([CH2:22][CH2:23][N:24]([CH3:25])[CH3:26])[CH2:20][CH2:21]3)[n:10][cH:11][cH:12]2)[cH:27][cH:28]1)[C:39]([NH:38][C:36]([CH2:35][c:29]1[cH:30][cH:31][cH:32][cH:33][cH:34]1)=[O:37])=[O:40]. The reactants are CCOC(=O)C(=O)Nc1cccc([N+](=O)[O-])c1C#N, C1=CCCCC1, CCO. The product is CCOC(=O)C(=O)Nc1cccc(N)c1C#N. Reaction SMILES: [CH2:1]([CH3:2])[O:3][C:4]([C:5](=[O:6])[NH:7][c:8]1[c:9]([C:17]#[N:18])[c:10]([N+:14]([O-:15])=[O:16])[cH:11][cH:12][cH:13]1)=[O:19].[CH2:20]1[CH2:21][CH:22]=[CH:23][CH2:24][CH2:25]1.[CH3:26][CH2:27][OH:28]>>[CH2:1]([CH3:2])[O:3][C:4]([C:5](=[O:6])[NH:7][c:8]1[c:9]([C:17]#[N:18])[c:10]([NH2:14])[cH:11][cH:12][cH:13]1)=[O:19]. Starting materials: Cl (hydrochloric acid), O1C=2C(C(C(C21)CCCC)=CCCCCCC(=O)OC)=O (2,3-epoxy-4-butyl-5-(6-methoxycarbonylhexylidene)cyclopentenone), C(O)([O-])=O.[Na+] (sodium hydrogen carbonate). Solvent: CC(=O)C (acetone). Run at time 50 minute. Product: ClC=1C(C(C(C1)CCCC)=CCCCCCC(=O)OC)=O (2-chloro-4-butyl-5-(6-methoxycarbonyl-hexylidene)-2-cyclopentenone). Yield: 9.0%. RXN SMILES: O1[C:6]2[CH:5]([CH2:7][CH2:8][CH2:9][CH3:10])[C:4](=[CH:11][CH2:12][CH2:13][CH2:14][CH2:15][CH2:16][C:17]([O:19][CH3:20])=[O:18])[C:3](=[O:21])[C:2]1=2.[ClH:22].C(=O)([O-])O.[Na+]>CC(C)=O>[Cl:22][C:2]1[C:3](=[O:21])[C:4](=[CH:11][CH2:12][CH2:13][CH2:14][CH2:15][CH2:16][C:17]([O:19][CH3:20])=[O:18])[CH:5]([CH2:7][CH2:8][CH2:9][CH3:10])[CH:6]=1 |f:2.3|. Procedure details: 300 mg (1.02 mmol) of 2,3-epoxy-4-butyl-5-(6-methoxycarbonylhexylidene)cyclopentenone was dissolved in 3 ml of acetone. 0.5 ml of concentrated hydrochloric acid was added to the solution and the mixture was stirred for 50 minutes. A saturated aqueous solution of sodium hydrogen carbonate was added thereto and was extracted with hexane. The organic layer was washed with a saturated saline solution, dried over sodium sulfate anhydride, filtrated, and subjected to column chromatography on silica ge...